This data is from the Open Reaction Database (ORD), a public repository of structured organic reaction records. The task is: describe an organic reaction: reactants, conditions, products, and yield Starting materials: CCO, N#Cc1ccc(Cl)cn1, Cl. Product: NCc1ccc(Cl)cn1. As a reaction SMILES: [CH3:11][CH2:12][OH:13].[Cl:1][c:2]1[cH:3][cH:4][c:5]([C:8]#[N:9])[n:6][cH:7]1.[ClH:10]>>[Cl:1][c:2]1[cH:3][cH:4][c:5]([CH2:8][NH2:9])[n:6][cH:7]1.